Task: describe an organic reaction: reactants, conditions, products, and yield. Dataset: the Open Reaction Database (ORD), a public repository of structured organic reaction records Reactants: CCN(C(C)C)C(C)C, COC(=O)c1ccc(C(=O)Cl)cc1, O=C([O-])c1ccc(C(=O)Cl)cc1, ClCCl, CC(c1ccc(N)cc1Cl)C(O)(c1ccnc(Cl)c1)C(F)(F)F, [Na+], O=C([O-])O. The product is COC(=O)c1ccc(C(=O)Nc2ccc(C(C)C(O)(c3ccnc(Cl)c3)C(F)(F)F)c(Cl)c2)cc1. RXN SMILES: [CH:14]([N:15]([CH2:16][CH3:17])[CH:18]([CH3:19])[CH3:20])([CH3:21])[CH3:22].[Cl:1][C:2](=[O:3])[c:4]1[cH:5][cH:6][c:7]([C:8](=[O:9])[O:10][CH3:11])[cH:12][cH:13]1.[Cl:46][C:47]([c:48]1[cH:49][cH:50][c:51]([C:52]([O-:53])=[O:54])[cH:55][cH:56]1)=[O:57].[Cl:63][CH2:64][Cl:65].[NH2:23][c:24]1[cH:25][c:26]([Cl:45])[c:27]([CH:30]([C:31]([C:32]([F:33])([F:34])[F:35])([OH:36])[c:37]2[cH:38][c:39]([Cl:43])[n:40][cH:41][cH:42]2)[CH3:44])[cH:28][cH:29]1.[Na+:62].[O-:58][C:59]([OH:60])=[O:61]>>[C:2](=[O:3])([c:4]1[cH:5][cH:6][c:7]([C:8](=[O:9])[O:10][CH3:11])[cH:12][cH:13]1)[NH:23][c:24]1[cH:25][c:26]([Cl:45])[c:27]([CH:30]([C:31]([C:32]([F:33])([F:34])[F:35])([OH:36])[c:37]2[cH:38][c:39]([Cl:43])[n:40][cH:41][cH:42]2)[CH3:44])[cH:28][cH:29]1. The reactants are O=C(Nc1cccnc1)N1CCC(=C2c3ccc(Cl)cc3CCc3c(Cl)ccnc32)CC1, [H-], [Na+], CN(C)C=O, On1nnc2ccccc21. Product: O=C(Nc1cccnc1)N1CCC(=C2c3ccc(Cl)cc3CCc3c(On4nnc5ccccc54)ccnc32)CC1. RXN SMILES: [Cl:1][c:2]1[c:3]2[c:4]([n:5][cH:6][cH:7]1)[C:8](=[C:18]1[CH2:19][CH2:20][N:21]([C:24](=[O:25])[NH:26][c:27]3[cH:28][n:29][cH:30][cH:31][cH:32]3)[CH2:22][CH2:23]1)[c:9]1[c:10]([cH:13][c:14]([Cl:17])[cH:15][cH:16]1)[CH2:11][CH2:12]2.[H-:43].[Na+:44].[O:45]=[CH:46][N:47]([CH3:48])[CH3:49].[OH:33][n:34]1[n:35][n:36][c:37]2[cH:38][cH:39][cH:40][cH:41][c:42]12>>[c:2]1([O:33][n:34]2[n:35][n:36][c:37]3[cH:38][cH:39][cH:40][cH:41][c:42]23)[c:3]2[c:4]([n:5][cH:6][cH:7]1)[C:8](=[C:18]1[CH2:19][CH2:20][N:21]([C:24](=[O:25])[NH:26][c:27]3[cH:28][n:29][cH:30][cH:31][cH:32]3)[CH2:22][CH2:23]1)[c:9]1[c:10]([cH:13][c:14]([Cl:17])[cH:15][cH:16]1)[CH2:11][CH2:12]2.